From a dataset of the Open Reaction Database (ORD), a public repository of structured organic reaction records. describe an organic reaction: reactants, conditions, products, and yield Reactants: O=C([O-])[O-], ClCCl, [Na+], [Na+], O=C(OO)c1cccc(Cl)c1, CC(C)(O)C1COCc2nc3cnc4ccccc4c3n21. Product: CC(C)(O)C1COCc2nc3c[n+]([O-])c4ccccc4c3n21. Reaction SMILES: [C:33](=[O:34])([O-:35])[O-:36].[Cl:39][CH2:40][Cl:41].[Na+:37].[Na+:38].[OH:22][O:23][C:24]([c:25]1[cH:26][c:27]([Cl:28])[cH:29][cH:30][cH:31]1)=[O:32].[cH:1]1[c:2]2[c:3]3[c:4]([cH:5][n:6][c:7]2[cH:8][cH:9][cH:10]1)[n:11][c:12]1[n:13]3[CH:14]([C:18]([CH3:19])([CH3:20])[OH:21])[CH2:15][O:16][CH2:17]1>>[cH:1]1[c:2]2[c:3]3[c:4]([cH:5][n+:6]([O-:22])[c:7]2[cH:8][cH:9][cH:10]1)[n:11][c:12]1[n:13]3[CH:14]([C:18]([CH3:19])([CH3:20])[OH:21])[CH2:15][O:16][CH2:17]1.